Dataset: the Open Reaction Database (ORD), a public repository of structured organic reaction records. Task: describe an organic reaction: reactants, conditions, products, and yield The yield is 93.7%. The product is ClCC(C(C(=O)NC1[C@@H]2N(C(=C(CS2)C=C)C(=O)OC(C2=CC=CC=C2)C2=CC=CC=C2)C1=O)=NOCC(=O)OC)=O (benzhydryl 7-(4-chloro-2-methoxycarbonylmethoxyimino-3-oxobutyramido)-3-vinyl-3-cephem-4-carboxylate). As a reaction SMILES: P(Cl)(Cl)(Cl)=O.[Cl:6][CH2:7][C:8](=[O:20])[C:9](=[N:13][O:14][CH2:15][C:16]([O:18][CH3:19])=[O:17])[C:10]([OH:12])=O.Cl.[NH2:22][CH:23]1[C:48](=[O:49])[N:25]2[C:26]([C:32]([O:34][CH:35]([C:42]3[CH:47]=[CH:46][CH:45]=[CH:44][CH:43]=3)[C:36]3[CH:41]=[CH:40][CH:39]=[CH:38][CH:37]=3)=[O:33])=[C:27]([CH:30]=[CH2:31])[CH2:28][S:29][C@H:24]12.C[Si](CC(N)=O)(C)C>O1CCCC1.C(OCC)(=O)C.O.CN(C)C=O>[Cl:6][CH2:7][C:8](=[O:20])[C:9](=[N:13][O:14][CH2:15][C:16]([O:18][CH3:19])=[O:17])[C:10]([NH:22][CH:23]1[C:48](=[O:49])[N:25]2[C:26]([C:32]([O:34][CH:35]([C:36]3[CH:37]=[CH:38][CH:39]=[CH:40][CH:41]=3)[C:42]3[CH:47]=[CH:46][CH:45]=[CH:44][CH:43]=3)=[O:33])=[C:27]([CH:30]=[CH2:31])[CH2:28][S:29][C@H:24]12)=[O:12] |f:2.3|. Procedure details: Vilsmeir reagent prepared from N,N-dimethylformamide (3.4 g) and phosphorus oxychloride (7.1 g) was suspended in dry tetrahydrofuran (30 ml). To the suspension was added 4-chloro-2-methoxycarbonylmethoxyimino-3-oxobutyric acid (syn isomer) (10 g) under ice-cooling, and the mixture was stirred at the same temperature for an hour to prepare the activated acid solution. This solution was added at a time to a solution of benzhydryl 7-amino-3-vinyl-3-cephem-4-carboxylate hydrochloride (16.3 g) and tr... Solvent: O (water), C(C)(=O)OCC (ethyl acetate), CN(C=O)C (N,N-dimethylformamide), O1CCCC1 (tetrahydrofuran). The reactants are resultant solution, Cl.NC1[C@@H]2N(C(=C(CS2)C=C)C(=O)OC(C2=CC=CC=C2)C2=CC=CC=C2)C1=O (benzhydryl 7-amino-3-vinyl-3-cephem-4-carboxylate hydrochloride), C[Si](C)(C)CC(=O)N (trimethylsilylacetamide), ClCC(C(C(=O)O)=NOCC(=O)OC)=O (4-chloro-2-methoxycarbonylmethoxyimino-3-oxobutyric acid), P(=O)(Cl)(Cl)Cl (phosphorus oxychloride).